From a dataset of the Open Reaction Database (ORD), a public repository of structured organic reaction records. describe an organic reaction: reactants, conditions, products, and yield Starting materials: C1(=CC=CC=C1)OC (anisole), C1(=CC=C(C=C1)S(=O)(=O)O)C (p-toluenesulphonic acid), OCC1=CS[C@H]2N(C1C(=O)O)C(C2NC(CC2=CC=CC=C2)=O)=O (3-hydroxymethyl-7-(N-phenylacetyl-amino)-ceph-2-em-4ξ-carboxylic acid). Run in O1CCOCC1 (dioxane). Reaction conditions: time 1 hour. Yields the product COC1=CC=C(CC2=CS[C@H]3N(C2C(=O)O)C(C3NC(CC3=CC=CC=C3)=O)=O)C=C1 (3-(4-Methoxy-benzyl)-7-(N-phenylacetyl-amino)-ceph-2-em-4ξ-carboxylic acid), 2-methoxybenzyl. As a reaction SMILES: [C:1]1([O:7][CH3:8])[CH:6]=[CH:5][CH:4]=[CH:3][CH:2]=1.C1(C)C=CC(S(O)(=O)=O)=CC=1.O[CH2:21][C:22]1[CH:27]([C:28]([OH:30])=[O:29])[N:26]2[C:31](=[O:43])[CH:32]([NH:33][C:34](=[O:42])[CH2:35][C:36]3[CH:41]=[CH:40][CH:39]=[CH:38][CH:37]=3)[C@H:25]2[S:24][CH:23]=1>O1CCOCC1>[CH3:8][O:7][C:1]1[CH:6]=[CH:5][C:4]([CH2:21][C:22]2[CH:27]([C:28]([OH:30])=[O:29])[N:26]3[C:31](=[O:43])[CH:32]([NH:33][C:34](=[O:42])[CH2:35][C:36]4[CH:37]=[CH:38][CH:39]=[CH:40][CH:41]=4)[C@H:25]3[S:24][CH:23]=2)=[CH:3][CH:2]=1. Procedure: A solution of 0.044 g of anisole and 0.0172 g of p-toluenesulphonic acid in 2 ml of anhydrous dioxane is mixed with 0.035 g of 3-hydroxymethyl-7-(N-phenylacetyl-amino)-ceph-2-em-4ξ-carboxylic acid and the resulting solution is left to stand for one hour at room temperature. The solvent is removed under reduced pressure and the residue is triturated with diethyl ether to remove the excess of p-toluenesulphonic acid and is worked up in accordance with the process described in example 6. 3-(4-Metho... Reaction SMILES: [Cl:1][C:2]1[CH:3]=[C:4]2[CH:10]=[C:9]([C:11]([OH:13])=O)[NH:8][C:5]2=[CH:6][N:7]=1.[O:14]([CH2:21][CH2:22][NH2:23])[C:15]1[CH:20]=[CH:19][CH:18]=[CH:17][CH:16]=1>>[O:14]([CH2:21][CH2:22][NH:23][C:11]([C:9]1[NH:8][C:5]2=[CH:6][N:7]=[C:2]([Cl:1])[CH:3]=[C:4]2[CH:10]=1)=[O:13])[C:15]1[CH:20]=[CH:19][CH:18]=[CH:17][CH:16]=1. The product is O(C1=CC=CC=C1)CCNC(=O)C1=CC=2C(=CN=C(C2)Cl)N1 (5-Chloro-1H-pyrrolo[2,3-c]pyridine-2-carboxylic acid (2-phenoxyethyl)amide). Procedure: The title compound was prepared as outlined in EXAMPLE 1 from 5-chloro-1H-pyrrolo[2,3-c]pyridine-2-carboxylic acid (Preparation 18) and 2-phenoxyethylamine. The product was purified by chromatography on silica gel eluting with methanol/dichloromethane (1:19) to give the title compound as a yellow solid. δH (CD3OD): 3.79 (2H, t), 4.17 (2H, t), 6.88–6.97 (3H, m), 7.08 (1H, s), 7.16 (2H, t), 7.67 (1H, s), 8.58 (1H, s); m/z (ES+)=316 [M+H]+. Starting materials: ClC=1C=C2C(=CN1)NC(=C2)C(=O)O (5-chloro-1H-pyrrolo[2,3-c]pyridine-2-carboxylic acid), O(C1=CC=CC=C1)CCN (2-phenoxyethylamine).